Dataset: the Open Reaction Database (ORD), a public repository of structured organic reaction records. Task: describe an organic reaction: reactants, conditions, products, and yield Run in CO (methanol). Starting materials: N#N (N2), CS (CH3SH), C[O-].[Na+] (sodium methoxide), BrCCCCC\C=C(\C(=O)O)/NC(=O)C1C(C1)(C)C (Z-8-bromo-2-(2,2-dimethylcyclopropanecarboxamido)-2-octenoic acid). Reported procedure: A stream of CH3SH gas was bubbled through a solution of 162 mg (3 mmoles) of sodium methoxide in 5 ml of methanol for 10 min. with cooling in an ice bath. The solution was allowed to warm to room temperature and 332 mg (1 mmole) of Z-8-bromo-2-(2,2-dimethylcyclopropanecarboxamido)-2-octenoic acid was added. The solution was heated under reflux for 30 min. in a N2 atmosphere. Most of the methanol was evaporated under reduced pressure, the residue 2.5N HCl. The precipitated oil was extracted with ... The product is CC1(C(C1)C(=O)N\C(\C(=O)O)=C/CCCCCSC)C (Z-2-(2,2-dimethylcyclopropanecarboxamido)-8-methylthio-2-octenoic acid). RXN SMILES: [CH3:1][SH:2].C[O-].[Na+].Br[CH2:7][CH2:8][CH2:9][CH2:10][CH2:11]/[CH:12]=[C:13](\[NH:17][C:18]([CH:20]1[CH2:22][C:21]1([CH3:24])[CH3:23])=[O:19])/[C:14]([OH:16])=[O:15].N#N>CO>[CH3:23][C:21]1([CH3:24])[CH2:22][CH:20]1[C:18]([NH:17]/[C:13](=[CH:12]\[CH2:11][CH2:10][CH2:9][CH2:8][CH2:7][S:2][CH3:1])/[C:14]([OH:16])=[O:15])=[O:19] |f:1.2|. Reactants: ClC=1C=C(C=CC1NCCCOC=1C=CC=2C(=NOC2C1CCC)C(F)(F)F)CC(=O)OC (Methyl 3-chloro-4-(3-(3-trifluoromethyl-7-propyl-6-benz-[4,5]-isoxazoloxy)propylamino)phenylacetate), [OH-].[Li+] (lithium hydroxide). The solvent is CO (methanol), O (water). Reaction conditions: temperature 0 celsius. The product is ClC=1C=C(C=CC1NCCCOC=1C=CC=2C(=NOC2C1CCC)C(F)(F)F)CC(=O)O (3-chloro-4-(3-(3-trifluoromethyl-7-propyl-6-benz-[4,5]-isoxazoloxy)propylamino)phenylacetic acid). As a reaction SMILES: [Cl:1][C:2]1[CH:3]=[C:4]([CH2:29][C:30]([O:32]C)=[O:31])[CH:5]=[CH:6][C:7]=1[NH:8][CH2:9][CH2:10][CH2:11][O:12][C:13]1[CH:14]=[CH:15][C:16]2[C:17]([C:25]([F:28])([F:27])[F:26])=[N:18][O:19][C:20]=2[C:21]=1[CH2:22][CH2:23][CH3:24].[OH-].[Li+]>CO.O>[Cl:1][C:2]1[CH:3]=[C:4]([CH2:29][C:30]([OH:32])=[O:31])[CH:5]=[CH:6][C:7]=1[NH:8][CH2:9][CH2:10][CH2:11][O:12][C:13]1[CH:14]=[CH:15][C:16]2[C:17]([C:25]([F:28])([F:26])[F:27])=[N:18][O:19][C:20]=2[C:21]=1[CH2:22][CH2:23][CH3:24] |f:1.2|. Procedure details: A solution of Methyl 3-chloro-4-(3-(3-trifluoromethyl-7-propyl-6-benz-[4,5]-isoxazoloxy)propylamino)-phenylacetate (Step C, 0.113 grams) in methanol (1.5 mL) was treated with a solution of lithium hydroxide in water (1.01 M; 0.362 mL). The reaction was refluxed 1 hour. The reaction mixture was partitioned between isopropyl acetate and 0.1N HCl. The organic was dried over magnesium sulfate, filtered and concentrated to a solid. The solid was suspended in methylene chloride/cyclohexane (1:1; 2 mL)... The reactants are CC(=O)[O-], CC(=O)[O-], CO, O=c1cc(SCc2ccc(Cl)cc2)cn[nH]1, ClCCl, Cl, [Cu+2], COc1cc(B(O)O)ccc1OCC(C)(C)O, c1ccncc1. Yields the product COc1cc(-n2ncc(SCc3ccc(Cl)cc3)cc2=O)ccc1OCC(C)(C)O. Reaction SMILES: [C:46]([O-:47])(=[O:48])[CH3:49].[C:51]([O-:52])(=[O:53])[CH3:54].[CH3:44][OH:45].[Cl:1][c:2]1[cH:3][cH:4][c:5]([CH2:6][S:7][c:8]2[cH:9][c:10](=[O:14])[nH:11][n:12][cH:13]2)[cH:15][cH:16]1.[Cl:41][CH2:42][Cl:43].[ClH:40].[Cu+2:50].[OH:17][C:18]([CH2:19][O:20][c:21]1[c:22]([O:30][CH3:31])[cH:23][c:24]([B:27]([OH:28])[OH:29])[cH:25][cH:26]1)([CH3:32])[CH3:33].[cH:34]1[cH:35][cH:36][n:37][cH:38][cH:39]1>>[Cl:1][c:2]1[cH:3][cH:4][c:5]([CH2:6][S:7][c:8]2[cH:9][c:10](=[O:14])[n:11](-[c:24]3[cH:23][c:22]([O:30][CH3:31])[c:21]([O:20][CH2:19][C:18]([OH:17])([CH3:32])[CH3:33])[cH:26][cH:25]3)[n:12][cH:13]2)[cH:15][cH:16]1.